The task is: describe an organic reaction: reactants, conditions, products, and yield. This data is from the Open Reaction Database (ORD), a public repository of structured organic reaction records. The reactants are FC1=C(C=CC(=C1)F)C(CN1N=CN=C1)(O)C=1SC=C(C1)C=1SC=C(N1)C(N)=O (1-(2,4-difluorophenyl)-1-(4-(4-carbamoylthiazol-2-yl)-thiophen-2-yl)-2-(1H-1,2,4-triazol-1-yl)ethanol), P(=O)(Cl)(Cl)Cl (phosphorus oxychloride). Solvent: N1=CC=CC=C1 (pyridine). Yields the product FC1=C(C=CC(=C1)F)C(CN1N=CN=C1)(O)C=1SC=C(C1)C=1SC=C(N1)C#N (1-(2,4-difluorophenyl)-1-(4-(4-cyanothiazol-2-yl)-thiophen-2 yl)-2-(1H-1,2,4-triazol-1-yl)ethanol). As a reaction SMILES: [F:1][C:2]1[CH:7]=[C:6]([F:8])[CH:5]=[CH:4][C:3]=1[C:9]([C:17]1[S:18][CH:19]=[C:20]([C:22]2[S:23][CH:24]=[C:25]([C:27](=O)[NH2:28])[N:26]=2)[CH:21]=1)([OH:16])[CH2:10][N:11]1[CH:15]=[N:14][CH:13]=[N:12]1.P(Cl)(Cl)(Cl)=O>N1C=CC=CC=1>[F:1][C:2]1[CH:7]=[C:6]([F:8])[CH:5]=[CH:4][C:3]=1[C:9]([C:17]1[S:18][CH:19]=[C:20]([C:22]2[S:23][CH:24]=[C:25]([C:27]#[N:28])[N:26]=2)[CH:21]=1)([OH:16])[CH2:10][N:11]1[CH:15]=[N:14][CH:13]=[N:12]1. Procedure details: The compound (B) obtained in the step (2) of the above-described Process I is dissolved in pyridine and reacted with phosphorus oxychloride to obtain 1-(2,4-difluorophenyl)-1-(4-(4-cyanothiazol-2-yl)-thiophen-2 yl)-2-(1H-1,2,4-triazol-1-yl)ethanol. Starting materials: OC1=C(C=CC=C1)C=CC(=O)C1=C(C=C(C=C1)C)C (2-Hydroxy-2',4'-dimethylchalcone), [BH4-].[Na+] (sodium borohydride), C(C)(=O)O (acetic acid). Solvent: C(C)O (ethanol). Run at time 30 minute. Product: CC1=C(C2OC3=CC=CC=C3CC2)C=CC(=C1)C (2',4'-dimethylflavan). As a reaction SMILES: O[C:2]1[CH:7]=[CH:6][CH:5]=[CH:4][C:3]=1[CH:8]=[CH:9][C:10]([C:12]1[CH:17]=[CH:16][C:15]([CH3:18])=[CH:14][C:13]=1[CH3:19])=[O:11].[BH4-].[Na+].C(O)(=O)C>C(O)C>[CH3:19][C:13]1[CH:14]=[C:15]([CH3:18])[CH:16]=[CH:17][C:12]=1[CH:10]1[CH2:9][CH2:8][C:3]2[C:4](=[CH:5][CH:6]=[CH:7][CH:2]=2)[O:11]1 |f:1.2|. Reported procedure: 2-Hydroxy-2',4'-dimethylchalcone (8.20 g) was suspended in ethanol (150 ml) and sodium borohydride (2.50 g) was added in portions. The mixture was stirred for 30 min and the resulting solution allowed to stand overnight. The solvent was distilled off and the residue dissolved in chloroform and washed with water. Evaporation of the chloroform gave the crude intermediate carbinol which was boiled under reflux with acetic acid (100 ml) for 2 hr. Evaporation gave an oily residue which was chromatogr... The reactants are CC(C)OB(OC(C)C)OC(C)C, CCc1ccccc1, CCCCCC, CC(C)[N-]C(C)C, [Cl-], Cl, CCCCCCCCOc1ccc(-c2ccc(-c3cccc(F)n3)cc2)cc1, [Li+], [Na+], C1CCOC1, C1CCOC1. The product is CCCCCCCCOc1ccc(-c2ccc(-c3ccc(O)c(F)n3)cc2)cc1. RXN SMILES: [B:37]([O:38][CH:47]([CH3:48])[CH3:49])([O:39][CH:40]([CH3:41])[CH3:42])[O:43][CH:44]([CH3:45])[CH3:46].[CH2:53]([c:54]1[cH:55][cH:56][cH:57][cH:58][cH:59]1)[CH3:60].[CH3:61][CH2:62][CH2:63][CH2:64][CH2:65][CH3:66].[CH:1]([N-:2][CH:3]([CH3:4])[CH3:5])([CH3:6])[CH3:7].[Cl-:52].[ClH:50].[F:9][c:10]1[n:11][c:12](-[c:16]2[cH:17][cH:18][c:19](-[c:22]3[cH:23][cH:24][c:25]([O:28][CH2:29][CH2:30][CH2:31][CH2:32][CH2:33][CH2:34][CH2:35][CH3:36])[cH:26][cH:27]3)[cH:20][cH:21]2)[cH:13][cH:14][cH:15]1.[Li+:8].[Na+:51].[O:67]1[CH2:68][CH2:69][CH2:70][CH2:71]1.[O:72]1[CH2:73][CH2:74][CH2:75][CH2:76]1>>[F:9][c:10]1[n:11][c:12](-[c:16]2[cH:17][cH:18][c:19](-[c:22]3[cH:23][cH:24][c:25]([O:28][CH2:29][CH2:30][CH2:31][CH2:32][CH2:33][CH2:34][CH2:35][CH3:36])[cH:26][cH:27]3)[cH:20][cH:21]2)[cH:13][cH:14][c:15]1[OH:38].